describe an organic reaction: reactants, conditions, products, and yield From a dataset of the Open Reaction Database (ORD), a public repository of structured organic reaction records. Conditions: temperature 0 celsius, time 1 hour. Solvent: O (water). The product is FC1=NC(=C(C(=C1F)NC1=C(C=C(C=C1)[N+](=O)[O-])C(F)(F)F)F)F (N-(2,3,5,6-TETRAFLUORO-4-PYRIDYL)-N-(4-NITRO-2-TRIFLUOROMETHYLPHENYL)AMINE). Reactants: [N+](=O)([O-])C1=CC(=C(N)C=C1)C(F)(F)F (4-nitro-2-trifluoromethylaniline), CN(C)C=O (DMF), ice, CN(C)C=O (DMF), FC1=C(C(=C(C(=N1)F)F)F)F (pentafluoropyridine). Reported procedure: Sodium hydride (2.0 grams of 50% oil dispersion) was washed with pentane, filtered, and cooled to 0° C. A solution of 4-nitro-2-trifluoromethylaniline (6.1 grams; 0.030 mole) in 25 ml. of DMF was added over a five-minute period. The reaction mixture was allowed to stir for one hour, the temperature rising as high as 10° C. The reaction mixture was then cooled back down to 0° C. and pentafluoropyridine (5.0 grams; 0.030 mole) in 25 ml. of DMF was added. The reaction mixture was allowed to stir wi... As a reaction SMILES: [N+:1]([C:4]1[CH:10]=[CH:9][C:7]([NH2:8])=[C:6]([C:11]([F:14])([F:13])[F:12])[CH:5]=1)([O-:3])=[O:2].CN(C=O)C.[F:20][C:21]1[N:26]=[C:25]([F:27])[C:24]([F:28])=[C:23](F)[C:22]=1[F:30]>O>[F:27][C:25]1[C:24]([F:28])=[C:23]([NH:8][C:7]2[CH:9]=[CH:10][C:4]([N+:1]([O-:3])=[O:2])=[CH:5][C:6]=2[C:11]([F:12])([F:13])[F:14])[C:22]([F:30])=[C:21]([F:20])[N:26]=1. The reactants are COc1ccc(N=C=O)cc1, CN1CCN(CCCNc2ncc3cc(-c4c(Cl)cccc4Cl)c(N)nc3n2)CC1. The product is COc1ccc(NC(=O)Nc2nc3nc(NCCCN4CCN(C)CC4)ncc3cc2-c2c(Cl)cccc2Cl)cc1. RXN SMILES: [CH3:31][O:32][c:33]1[cH:34][cH:35][c:36]([N:39]=[C:40]=[O:41])[cH:37][cH:38]1.[Cl:1][c:2]1[c:3](-[c:9]2[cH:10][c:11]3[c:12]([n:13][c:14]([NH:17][CH2:18][CH2:19][CH2:20][N:21]4[CH2:22][CH2:23][N:24]([CH3:27])[CH2:25][CH2:26]4)[n:15][cH:16]3)[n:28][c:29]2[NH2:30])[c:4]([Cl:8])[cH:5][cH:6][cH:7]1>>[Cl:1][c:2]1[c:3](-[c:9]2[cH:10][c:11]3[c:12]([n:13][c:14]([NH:17][CH2:18][CH2:19][CH2:20][N:21]4[CH2:22][CH2:23][N:24]([CH3:27])[CH2:25][CH2:26]4)[n:15][cH:16]3)[n:28][c:29]2[NH:30][C:40]([NH:39][c:36]2[cH:35][cH:34][c:33]([O:32][CH3:31])[cH:38][cH:37]2)=[O:41])[c:4]([Cl:8])[cH:5][cH:6][cH:7]1.